This data is from the Open Reaction Database (ORD), a public repository of structured organic reaction records. The task is: describe an organic reaction: reactants, conditions, products, and yield Reactants: O=C(O)CCC(O)=NBr, O=C(OOC(=O)c1ccccc1)c1ccccc1, ClC(Cl)(Cl)Cl, COc1ccc([N+](=O)[O-])c2c1CCCC2=O, ClC(Cl)Cl. Product: COc1ccc([N+](=O)[O-])c2c1C(O)CCC2=O. As a reaction SMILES: [Br:17][N:18]=[C:19]([OH:20])[CH2:21][CH2:22][C:24](=[O:23])[OH:25].[C:26]([O:27][O:28][C:29](=[O:30])[c:31]1[cH:32][cH:33][cH:34][cH:35][cH:36]1)(=[O:37])[c:38]1[cH:39][cH:40][cH:41][cH:42][cH:43]1.[C:48]([Cl:49])([Cl:50])([Cl:51])[Cl:52].[CH3:1][O:2][c:3]1[c:4]2[c:9]([c:10]([N+:13](=[O:14])[O-:15])[cH:11][cH:12]1)[C:8](=[O:16])[CH2:7][CH2:6][CH2:5]2.[CH:44]([Cl:45])([Cl:46])[Cl:47]>>[CH3:1][O:2][c:3]1[c:4]2[c:9]([c:10]([N+:13](=[O:14])[O-:15])[cH:11][cH:12]1)[C:8](=[O:16])[CH2:7][CH2:6][CH:5]2[OH:23]. The reactants are ClC=1C=C(C=CC1)C(CN)O (2-(3-chlorophenyl)-2-hydroxyethylamine), [Na] (sodium), C(C(=O)C)C1=CC=C(OC2=C(C(NC2=O)=O)O)C=C1 (4-[4-acetonylphenoxy]-3-hydroxy-1H-pyrrole-2,5-dione), C(#N)[BH3-].[Na+] (sodium cyanoborohydride). The solvent is C(C)O (ethanol). Reaction conditions: time 18 hour. The product is O.ClC=1C=C(C(CNC(CC2=CC=C(OC3=C(C(NC3=O)=O)O)C=C2)C)O)C=CC1.ClC=1C=C(C(CNC(CC2=CC=C(OC3=C(C(NC3=O)=O)O)C=C2)C)O)C=CC1 (4-[4-[2-[(3-chloro-β-hydroxyphenethyl)amino]propyl]phenoxy]-3-hydroxy-1H-pyrrole-2,5-dione, hemihydrate). The yield is 55.4%. As a reaction SMILES: [Cl:1][C:2]1[CH:3]=[C:4]([CH:8]([OH:11])[CH2:9][NH2:10])[CH:5]=[CH:6][CH:7]=1.[Na].[CH2:13]([C:17]1[CH:31]=[CH:30][C:20]([O:21][C:22]2[C:26](=[O:27])[NH:25][C:24](=[O:28])[C:23]=2[OH:29])=[CH:19][CH:18]=1)[C:14]([CH3:16])=O.C([BH3-])#N.[Na+]>C(O)C>[OH2:11].[Cl:1][C:2]1[CH:3]=[C:4]([CH:5]=[CH:6][CH:7]=1)[CH:8]([OH:11])[CH2:9][NH:10][CH:14]([CH3:16])[CH2:13][C:17]1[CH:31]=[CH:30][C:20]([O:21][C:22]2[C:26](=[O:27])[NH:25][C:24](=[O:28])[C:23]=2[OH:29])=[CH:19][CH:18]=1.[Cl:1][C:2]1[CH:3]=[C:4]([CH:5]=[CH:6][CH:7]=1)[CH:8]([OH:11])[CH2:9][NH:10][CH:14]([CH3:16])[CH2:13][C:17]1[CH:31]=[CH:30][C:20]([O:21][C:22]2[C:26](=[O:27])[NH:25][C:24](=[O:28])[C:23]=2[OH:29])=[CH:19][CH:18]=1 |f:3.4,6.7.8,^1:11|. Procedure details: A solution of 2-(3-chlorophenyl)-2-hydroxyethylamine (0.6 g) and the sodium salt of 4-[4-acetonylphenoxy]-3-hydroxy-1H-pyrrole-2,5-dione(1.0 g) in ethanol, was treated with sodium cyanoborohydride (0.25 g) and stirred at ambient temperature for 18 h. The solvent was evaporated in vacuo, the residue shaken with ethyl acetate and water and filtered. The insoluble material was washed with acetone and crystallised from methanol: water (95:5) to give 4-[4-[2-[(3-chloro-β-hydroxyphenethyl)amino]propyl... Reactants: BrC1=CN(C2=NC=CC(=C21)OC2=C(C=C(C=C2F)NC(C)=O)F)S(=O)(=O)C2=CC=C(C=C2)C (N-[4-({3-bromo-1-[(4-methylphenyl)sulfonyl]-1H-pyrrolo[2,3-b]pyridin-4-yl}oxy)-3,5-difluorophenyl]acetamide), P(=O)([O-])([O-])[O-].[K+].[K+].[K+] (potassium phosphate), C1(CC1)B(O)O (cyclopropylboronic acid), C1(CCCCC1)P(C1CCCCC1)C1CCCCC1 (tricyclohexylphosphine). The reagents and catalysts are C(C)(=O)[O-].[Pd+2].C(C)(=O)[O-] (palladium(II) acetate). Solvent: C1(=CC=CC=C1)C (toluene), C(C)(=O)OCC (ethyl acetate), O (water). Reaction conditions: temperature 100 celsius. Yields the product C1(CC1)C1=CN(C2=NC=CC(=C21)OC2=C(C=C(C=C2F)NC(C)=O)F)S(=O)(=O)C2=CC=C(C=C2)C (N-[4-({3-Cyclopropyl-1-[(4-methylphenyl)sulfonyl]-1H-pyrrolo[2,3-b]pyridin-4-yl}oxy)-3,5-difluorophenyl]acetamide). As a reaction SMILES: Br[C:2]1[C:10]2[C:5](=[N:6][CH:7]=[CH:8][C:9]=2[O:11][C:12]2[C:17]([F:18])=[CH:16][C:15]([NH:19][C:20](=[O:22])[CH3:21])=[CH:14][C:13]=2[F:23])[N:4]([S:24]([C:27]2[CH:32]=[CH:31][C:30]([CH3:33])=[CH:29][CH:28]=2)(=[O:26])=[O:25])[CH:3]=1.[CH:34]1(B(O)O)[CH2:36][CH2:35]1.C1(P(C2CCCCC2)C2CCCCC2)CCCCC1.P([O-])([O-])([O-])=O.[K+].[K+].[K+]>C1(C)C=CC=CC=1.O.C([O-])(=O)C.[Pd+2].C([O-])(=O)C.C(OCC)(=O)C>[CH:34]1([C:2]2[C:10]3[C:5](=[N:6][CH:7]=[CH:8][C:9]=3[O:11][C:12]3[C:17]([F:18])=[CH:16][C:15]([NH:19][C:20](=[O:22])[CH3:21])=[CH:14][C:13]=3[F:23])[N:4]([S:24]([C:27]3[CH:32]=[CH:31][C:30]([CH3:33])=[CH:29][CH:28]=3)(=[O:26])=[O:25])[CH:3]=2)[CH2:36][CH2:35]1 |f:3.4.5.6,9.10.11|. Procedure: 1.00 g (1.86 mmol) of N-[4-({3-bromo-1-[(4-methylphenyl)sulfonyl]-1H-pyrrolo[2,3-b]pyridin-4-yl}oxy)-3,5-difluorophenyl]acetamide, 1.12 g (13.1 mmol) of cyclopropylboronic acid (Wallace, Debra J.; Chen, Cheng-yi; Tetrahedron Lett. 2002, 43(39), 6987-6990), 52.3 mg (0.19 mmol) of tricyclohexylphosphine and 1.39 g (6.53 mmol) of potassium phosphate are suspended in 10 ml of toluene and 0.5 ml of water. The solution is degassed, and 20.9 mg (0.09 mmol) of palladium(II) acetate are added. The mixtur... Reactants: C1(=CC=CC=C1)C (toluene), BrC1=CC(=C(C(=O)OC(C)(C)C)C=C1)NC1=CC=C(C=C1)F (tert-butyl 4-bromo-2-(4-fluoroanilino)benzoate), OCC1=CC=C(C=C1)B(O)O (4-(hydroxymethyl)phenylboronic acid), C(O)([O-])=O.[Na+] (sodium hydrogen carbonate). The reagents and catalysts are C=1C=CC(=CC1)[P](C=2C=CC=CC2)(C=3C=CC=CC3)[Pd]([P](C=4C=CC=CC4)(C=5C=CC=CC5)C=6C=CC=CC6)([P](C=7C=CC=CC7)(C=8C=CC=CC8)C=9C=CC=CC9)[P](C=1C=CC=CC1)(C=1C=CC=CC1)C=1C=CC=CC1 (tetrakis(triphenylphosphine)palladium(0)). The solvent is O (water), O (water), C(C)O (ethanol). The product is FC1=CC=C(NC2=C(C(=O)OC(C)(C)C)C=CC(=C2)C2=CC=C(C=C2)CO)C=C1 (tert-butyl 2-(4-fluoroanilino)-4-(4-(hydroxymethyl)phenyl)benzoate). Isolated yield 29.8%. As a reaction SMILES: C1(C)C=CC=CC=1.Br[C:9]1[CH:21]=[CH:20][C:12]([C:13]([O:15][C:16]([CH3:19])([CH3:18])[CH3:17])=[O:14])=[C:11]([NH:22][C:23]2[CH:28]=[CH:27][C:26]([F:29])=[CH:25][CH:24]=2)[CH:10]=1.[OH:30][CH2:31][C:32]1[CH:37]=[CH:36][C:35](B(O)O)=[CH:34][CH:33]=1.C(=O)([O-])O.[Na+]>C1C=CC([P]([Pd]([P](C2C=CC=CC=2)(C2C=CC=CC=2)C2C=CC=CC=2)([P](C2C=CC=CC=2)(C2C=CC=CC=2)C2C=CC=CC=2)[P](C2C=CC=CC=2)(C2C=CC=CC=2)C2C=CC=CC=2)(C2C=CC=CC=2)C2C=CC=CC=2)=CC=1.O.C(O)C>[F:29][C:26]1[CH:27]=[CH:28][C:23]([NH:22][C:11]2[CH:10]=[C:9]([C:35]3[CH:36]=[CH:37][C:32]([CH2:31][OH:30])=[CH:33][CH:34]=3)[CH:21]=[CH:20][C:12]=2[C:13]([O:15][C:16]([CH3:19])([CH3:18])[CH3:17])=[O:14])=[CH:24][CH:25]=1 |f:3.4,^1:49,51,70,89|. Reported procedure: To toluene 4.0 mL solution of tert-butyl 4-bromo-2-(4-fluoroanilino)benzoate 0.20 g were added ethanol 1.2 mL, water 0.60 mL, 4-(hydroxymethyl)phenylboronic acid 91 mg, sodium hydrogen carbonate 0.12 g and tetrakis(triphenylphosphine)palladium(0) 35 mg at room temperature, and it was heated and refluxed under nitrogen atmosphere for 6 hours. After the reaction mixture was cooled to room temperature, water was added to it. The organic layer was separated and collected, dried over anhydrous magnes...